The task is: describe an organic reaction: reactants, conditions, products, and yield. This data is from the Open Reaction Database (ORD), a public repository of structured organic reaction records. Starting materials: [H-].[Na+] (sodium hydride), C(C)(C)N1C(NC(C2=CC=C(C=C12)C)=O)=O (1-isopropyl-7-methyl-quinazolin-2,4(1H,3H)-dione), [H][H] (hydrogen), solution, C1(=CC=CC=C1)[Mg]Br (phenylmagnesiumbromide). Run in O (Water), O1CCCC1 (tetrahydrofurane), O1CCCC1 (tetrahydrofurane). Reaction conditions: time 15 hour. Product: C(C)(C)N1C(N=C(C2=CC=C(C=C12)C)C1=CC=CC=C1)=O (1-Isopropyl-4-phenyl-7-methyl-2(1H)-quinazolinone). RXN SMILES: [H-].[Na+].[CH:3]([N:6]1[C:15]2[C:10](=[CH:11][CH:12]=[C:13]([CH3:16])[CH:14]=2)[C:9](=O)[NH:8][C:7]1=[O:18])([CH3:5])[CH3:4].[H][H].[C:21]1([Mg]Br)[CH:26]=[CH:25][CH:24]=[CH:23][CH:22]=1>O1CCCC1.O>[CH:3]([N:6]1[C:15]2[C:10](=[CH:11][CH:12]=[C:13]([CH3:16])[CH:14]=2)[C:9]([C:21]2[CH:26]=[CH:25][CH:24]=[CH:23][CH:22]=2)=[N:8][C:7]1=[O:18])([CH3:5])[CH3:4] |f:0.1|. Procedure: To a suspension of 1.8 g sodium hydride in 25 ml tetrahydrofurane are added portionwise 13.08 g 1-isopropyl-7-methyl-quinazolin-2,4(1H,3H)-dione under constant release of hydrogen. 40 ml of a 2N solution of phenylmagnesiumbromide in tetrahydrofurane are added dropwise at 40° C. to the clear solution and the resulting suspension stirred at 40° for 15 hours. Water is added and the solvent is evaporated in vacuo. The residue is taken up with methylene chloride and 30 ml 12% hydrochloric acid. The o...